This data is from the Open Reaction Database (ORD), a public repository of structured organic reaction records. The task is: describe an organic reaction: reactants, conditions, products, and yield Starting materials: C[Al](C)C, ClCCl, COC(=O)C(C)N(CCCN)C(=O)OC(C)(C)C. Yields the product CC1C(=O)NCCCN1C(=O)OC(C)(C)C. RXN SMILES: [CH3:1][Al:2]([CH3:3])[CH3:4].[Cl:23][CH2:24][Cl:25].[NH2:5][CH2:6][CH2:7][CH2:8][N:9]([CH:10]([CH3:11])[C:12](=[O:13])[O:14][CH3:15])[C:16](=[O:17])[O:18][C:19]([CH3:20])([CH3:21])[CH3:22]>>[NH:5]1[CH2:6][CH2:7][CH2:8][N:9]([C:16](=[O:17])[O:18][C:19]([CH3:20])([CH3:21])[CH3:22])[CH:10]([CH3:11])[C:12]1=[O:13]. Reactants: COC(=O)C1(NC(=O)OCc2ccccc2)CCCC(=O)CC1, COc1ccc(C(=O)O)cc1OCCc1cccc(C)c1. Product: COC(=O)C1(NC(=O)c2ccc(OC)c(OCCc3cccc(C)c3)c2)CCCC(=O)CC1. RXN SMILES: [CH3:1][O:2][C:3](=[O:4])[C:5]1([NH:13][C:14]([O:16][CH2:15][c:17]2[cH:18][cH:19][cH:20][cH:21][cH:22]2)=[O:23])[CH2:6][CH2:7][C:8](=[O:12])[CH2:9][CH2:10][CH2:11]1.[CH3:24][O:25][c:26]1[c:27]([O:35][CH2:36][CH2:37][c:38]2[cH:39][c:40]([CH3:44])[cH:41][cH:42][cH:43]2)[cH:28][c:29]([C:30]([OH:31])=[O:32])[cH:33][cH:34]1>>[CH3:1][O:2][C:3](=[O:4])[C:5]1([NH:13][C:14](=[O:16])[c:29]2[cH:28][c:27]([O:35][CH2:36][CH2:37][c:38]3[cH:39][c:40]([CH3:44])[cH:41][cH:42][cH:43]3)[c:26]([O:25][CH3:24])[cH:34][cH:33]2)[CH2:6][CH2:7][C:8](=[O:12])[CH2:9][CH2:10][CH2:11]1. The reactants are N(=[N+]=[N-])CCOCCOCCOCCOCCOCCOCCOCCO (23-Azido-3,6,9,12,15,18,21-heptaoxatricosan-1-ol), C1(=CC=CC=C1)P(C1=CC=CC=C1)C1=CC=CC=C1 (triphenylphosphine), O (water). Solvent: C1CCOC1 (THF). Conditions: time 12 hour. Product: C(COCCOCCOCCOCCOCCOCCOCCOCC#C)N (3,6,9,12,15,18,21,24-octaoxaheptacos-26-yn-1-amine). Yield: 79.4%. Reaction SMILES: [N:1]([CH2:4][CH2:5][O:6][CH2:7][CH2:8][O:9][CH2:10][CH2:11][O:12][CH2:13][CH2:14][O:15][CH2:16][CH2:17][O:18][CH2:19][CH2:20][O:21][CH2:22][CH2:23][O:24][CH2:25][CH2:26][OH:27])=[N+]=[N-].[C:28]1(P(C2C=CC=CC=2)C2C=CC=CC=2)[CH:33]=CC=C[CH:29]=1.O>C1COCC1>[CH2:4]([NH2:1])[CH2:5][O:6][CH2:7][CH2:8][O:9][CH2:10][CH2:11][O:12][CH2:13][CH2:14][O:15][CH2:16][CH2:17][O:18][CH2:19][CH2:20][O:21][CH2:22][CH2:23][O:24][CH2:25][CH2:26][O:27][CH2:33][C:28]#[CH:29]. Procedure: 23-Azido-3,6,9,12,15,18,21-heptaoxatricosan-1-ol (azido-PEG8-yne) (960 mg, 2.52 mmol, 1 equiv.), triphenylphosphine (992 mg, 3.78 mmol, 1.5 equiv.), and water (68 μL, 3.78 mmol, 1.5 equiv.) were dissolved in THF (10 mL) and stirred for 12 h. Reaction was concentrated and chromatographed (3 cm×20 cm Silica, CH2Cl2 then ramp to 80:20:1 CH2Cl2:MeOH:Et3N) and concentrated to yield 3,6,9,12,15,18,21,24-octaoxaheptacos-26-yn-1-amine (9) as a clear oil (815 mg, 91% yield). IR (thin film, NaCl) 3105 (br... Procedure details: 11.35 g (0.04 mol) of 4-[[5-methyl-2-(1methylethyl)phenoxy]methyl]piperidine hydrochloride, 10.72 g (0.04 mol) of 2-(3-bromopropyl)-1H-isoindole-1,3(2H)-dione and 13.8 g (0.1 mol) of potassium carbonate are reacted in 113 ml of N,N-dimethylformamide. The mixture is stirred for 3 h at 100° C. It is poured into ice-cold water. The solution is extracted with ethyl acetate and it is washed with water. The organic phase is dried over sodium sulphate, filtered and concentrated under reduced pressure. ... Reaction SMILES: Cl.[CH3:2][C:3]1[CH:4]=[CH:5][C:6]([CH:17]([CH3:19])[CH3:18])=[C:7]([CH:16]=1)[O:8][CH2:9][CH:10]1[CH2:15][CH2:14][NH:13][CH2:12][CH2:11]1.Br[CH2:21][CH2:22][CH2:23][N:24]1[C:32](=[O:33])[C:31]2[C:26](=[CH:27][CH:28]=[CH:29][CH:30]=2)[C:25]1=[O:34].C(=O)([O-])[O-].[K+].[K+]>CN(C)C=O>[CH3:2][C:3]1[CH:4]=[CH:5][C:6]([CH:17]([CH3:19])[CH3:18])=[C:7]([CH:16]=1)[O:8][CH2:9][CH:10]1[CH2:15][CH2:14][N:13]([CH2:21][CH2:22][CH2:23][N:24]2[C:32](=[O:33])[C:31]3[C:26](=[CH:27][CH:28]=[CH:29][CH:30]=3)[C:25]2=[O:34])[CH2:12][CH2:11]1 |f:0.1,3.4.5|. Reactants: Cl.CC=1C=CC(=C(OCC2CCNCC2)C1)C(C)C (4-[[5-methyl-2-(1methylethyl)phenoxy]methyl]piperidine hydrochloride), BrCCCN1C(C2=CC=CC=C2C1=O)=O (2-(3-bromopropyl)-1H-isoindole-1,3(2H)-dione), C([O-])([O-])=O.[K+].[K+] (potassium carbonate). Run in CN(C=O)C (N,N-dimethylformamide). The product is CC=1C=CC(=C(OCC2CCN(CC2)CCCN2C(C3=CC=CC=C3C2=O)=O)C1)C(C)C (2-[3-[4-[[5-Methyl-2-(1-methylethyl)phenoxy]methyl]piperid-1-yl]propyl]-1H-isoindole-1,3(2H)-dione). Reaction conditions: temperature 100 celsius, time 3 hour.